Dataset: the Open Reaction Database (ORD), a public repository of structured organic reaction records. Task: describe an organic reaction: reactants, conditions, products, and yield Product: CON=C(C(=O)NC1[C@@H]2N(C(=C(CS2)COC(N)=O)C(=O)O)C1=O)C=1N=NSC1 (7-[2-methoxyimino-2-(1,2,3-thiadiazol-4-yl)acetamido]-3-carbamoyloxymethyl-3-cephem-4-carboxylic acid). Reactants: CON=C(C(=O)O)C=1N=NSC1 (2-Methoxyimino-2-(1,2,3-thiadiazol-4-yl)acetic acid), NC1[C@@H]2N(C(=C(CS2)COC(N)=O)C(=O)O)C1=O (7-amino-3-carbamoyloxymethyl-3-cephem-4-carboxylic acid). Yield: 45.6%. Procedure details: 2-Methoxyimino-2-(1,2,3-thiadiazol-4-yl)acetic acid (syn isomer)(0.65 g) and 7-amino-3-carbamoyloxymethyl-3-cephem-4-carboxylic acid (0.96 g) were reacted according to similar manners to those of Examples 12 and 15 to give 7-[2-methoxyimino-2-(1,2,3-thiadiazol-4-yl)acetamido]-3-carbamoyloxymethyl-3-cephem-4-carboxylic acid (syn isomer) (0.7 g). RXN SMILES: [CH3:1][O:2][N:3]=[C:4]([C:8]1[N:9]=[N:10][S:11][CH:12]=1)[C:5]([OH:7])=O.[NH2:13][CH:14]1[C:29](=[O:30])[N:16]2[C:17]([C:26]([OH:28])=[O:27])=[C:18]([CH2:21][O:22][C:23](=[O:25])[NH2:24])[CH2:19][S:20][C@H:15]12>>[CH3:1][O:2][N:3]=[C:4]([C:8]1[N:9]=[N:10][S:11][CH:12]=1)[C:5]([NH:13][CH:14]1[C:29](=[O:30])[N:16]2[C:17]([C:26]([OH:28])=[O:27])=[C:18]([CH2:21][O:22][C:23](=[O:25])[NH2:24])[CH2:19][S:20][C@H:15]12)=[O:7]. Starting materials: C12(CC3CC(CC(C1)C3)C2)CCC2=C(N=C(N2CC(=O)OC(C)(C)C)C2=C(C=CC=C2)C)C(=O)O (5-(2-Adamantan-1-yl-ethyl)-1-tert-butoxycarbonylmethyl-2-o-tolyl-1H-imidazole-4-carboxylic Acid), C(C1=CC=CC=C1)OC(C1=CC(=CC=C1)N)=O (3-amino-benzoic acid benzyl ester). Product: C(C1=CC=CC=C1)OC(C1=CC(=CC=C1)NC(=O)C=1N=C(N(C1CCC12CC3CC(CC(C1)C3)C2)CC(=O)OC(C)(C)C)C2=C(C=CC=C2)C)=O (3-{[5-(2-Adamantan-1-yl-ethyl)-1-tert-butoxycarbonylmethyl-2-o-tolyl-1H-imidazole-4-carbonyl]-amino}-benzoic Acid Benzyl Ester). Isolated yield 60.7%. As a reaction SMILES: [C:1]12([CH2:11][CH2:12][C:13]3[N:17]([CH2:18][C:19]([O:21][C:22]([CH3:25])([CH3:24])[CH3:23])=[O:20])[C:16]([C:26]4[CH:31]=[CH:30][CH:29]=[CH:28][C:27]=4[CH3:32])=[N:15][C:14]=3[C:33](O)=[O:34])[CH2:10][CH:5]3[CH2:6][CH:7]([CH2:9][CH:3]([CH2:4]3)[CH2:2]1)[CH2:8]2.[CH2:36]([O:43][C:44](=[O:52])[C:45]1[CH:50]=[CH:49][CH:48]=[C:47]([NH2:51])[CH:46]=1)[C:37]1[CH:42]=[CH:41][CH:40]=[CH:39][CH:38]=1>>[CH2:36]([O:43][C:44](=[O:52])[C:45]1[CH:50]=[CH:49][CH:48]=[C:47]([NH:51][C:33]([C:14]2[N:15]=[C:16]([C:26]3[CH:31]=[CH:30][CH:29]=[CH:28][C:27]=3[CH3:32])[N:17]([CH2:18][C:19]([O:21][C:22]([CH3:24])([CH3:23])[CH3:25])=[O:20])[C:13]=2[CH2:12][CH2:11][C:1]23[CH2:8][CH:7]4[CH2:6][CH:5]([CH2:4][CH:3]([CH2:9]4)[CH2:2]2)[CH2:10]3)=[O:34])[CH:46]=1)[C:37]1[CH:38]=[CH:39][CH:40]=[CH:41][CH:42]=1. Procedure: The product of step b (324 mg, 0.68 mmol) was reacted with 3-amino-benzoic acid benzyl ester (154 mg, 0.68 mmol) according to the procedure of Example 20, step d to afford colourless foam (284 mg, 61%). 1H NMR (300 MHz, CDCl3) 9.21 (1H, s), 8.16 (2H, m), 7.80-7.77 (1H, m), 7.48-7.27 (10H, m), 5.36 (2H, s), 4.33 (2H, s), 3.02 (2H, m), 2.24 (3H, s), 2.01 (3H, br s), 1.77-1.37 (23H, m). Isolated yield 103.5%. Run at time 2.5 hour. The solvent is ClCCl (dichloromethane). Reactants: N(NC(=O)OC(C)(C)C)C(=O)OCC1=CC=C(C=C1)CCC=1N=C(SC1)NC(C)=O (4-{2-[2-(acetylamino)-1,3-thiazol-4-yl]ethyl}benzyl tert-butyl hydrazine-1,2-dicarboxylate), O1CCOCC1.Cl (hydrogen chloride dioxane). The product is Cl.N(N)C(=O)OCC1=CC=C(C=C1)CCC=1N=C(SC1)NC(C)=O (4-{2-[2-(acetylamino)-1,3-thiazol-4-yl]ethyl}benzyl hydrazinecarboxylate hydrochloride). Reported procedure: To a suspension of 4-{2-[2-(acetylamino)-1,3-thiazol-4-yl]ethyl}benzyl tert-butyl hydrazine-1,2-dicarboxylate (203.0 mg, 0.467 mmol) in anhydrous dichloromethane (2.3 ml) was added 4M hydrogen chloride dioxane solution (2.3 ml, 9.2 mmol). After stirring at room temperature for 2.5 hr, the mixture was concentrated under reduced pressure. Ethyl acetate was added to the concentrated residue, and the mixture was concentrated again under reduced pressure. This operation was performed 3 times to remov... RXN SMILES: [NH:1]([C:10]([O:12][CH2:13][C:14]1[CH:19]=[CH:18][C:17]([CH2:20][CH2:21][C:22]2[N:23]=[C:24]([NH:27][C:28](=[O:30])[CH3:29])[S:25][CH:26]=2)=[CH:16][CH:15]=1)=[O:11])[NH:2]C(OC(C)(C)C)=O.O1CCOCC1.[ClH:37]>ClCCl>[ClH:37].[NH:1]([C:10]([O:12][CH2:13][C:14]1[CH:15]=[CH:16][C:17]([CH2:20][CH2:21][C:22]2[N:23]=[C:24]([NH:27][C:28](=[O:30])[CH3:29])[S:25][CH:26]=2)=[CH:18][CH:19]=1)=[O:11])[NH2:2] |f:1.2,4.5|.